From a dataset of the Open Reaction Database (ORD), a public repository of structured organic reaction records. describe an organic reaction: reactants, conditions, products, and yield The reactants are CO (Methanol), ClC1=NC(=CC(=C1C(=O)O)C)Cl (2,6-dichloro-4-methyl-pyridine-3-carboxylic acid), Cl (HCl), [H-].[Na+] (NaH). Run in C1CCOC1 (THF), C1CCOC1 (THF), C1CCOC1 (THF). Conditions: temperature 70 celsius. Product: ClC1=CC(=C(C(=N1)OC)C(=O)O)C (6-chloro-2-methoxy-4-methyl-pyridine-3-carboxylic acid). Isolated yield 120.5%. Reaction SMILES: [H-].[Na+].[CH3:3][OH:4].Cl[C:6]1[C:11]([C:12]([OH:14])=[O:13])=[C:10]([CH3:15])[CH:9]=[C:8]([Cl:16])[N:7]=1.Cl>C1COCC1>[Cl:16][C:8]1[N:7]=[C:6]([O:4][CH3:3])[C:11]([C:12]([OH:14])=[O:13])=[C:10]([CH3:15])[CH:9]=1 |f:0.1|. Procedure details: To a suspension of 9.3 g (231 mmol, 60% w/w in mineral oil) NaH in THF (200 ml) was added a solution of 3.8 ml (93 mmol) Methanol in THF (200 ml) while the temperature was kept at 10-20° C. Subsequently a solution of 20.0 g (97 mmol) of 2,6-dichloro-4-methyl-pyridine-3-carboxylic acid in THF (200 ml) was added and the RM was heated to 70° C. for 16 h. After cooling to RT the mixture was acidified with a 2M aq. HCl to pH 3-4 and was then extracted with EtOAc (2×600 ml). The combined organic layer... The reactants are [N+](=O)([O-])C=1C=C(OC2=CC=3N(C=C2)N=C(N3)NC(=O)C3CC3)C=CC1 (N-[7-(3-nitrophenoxy)[1,2,4]triazolo[1,5-a]pyridin-2-yl]cyclopropanecarboxamide), reduced iron, Cl (hydrochloric acid), C(C)O (ethanol). The solvent is C(O)([O-])=O.[Na+] (sodium hydrogen carbonate). Run at time 1 hour. The product is NC=1C=C(OC2=CC=3N(C=C2)N=C(N3)NC(=O)C3CC3)C=CC1 (N-[7-(3-aminophenoxy)[1,2,4]triazolo[1,5-a]pyridin-2-yl]cyclopropanecarboxamide). The yield is 35.1%. As a reaction SMILES: [N+:1]([C:4]1[CH:5]=[C:6]([CH:23]=[CH:24][CH:25]=1)[O:7][C:8]1[CH:13]=[CH:12][N:11]2[N:14]=[C:15]([NH:17][C:18]([CH:20]3[CH2:22][CH2:21]3)=[O:19])[N:16]=[C:10]2[CH:9]=1)([O-])=O.Cl.C(O)C>C(=O)([O-])O.[Na+]>[NH2:1][C:4]1[CH:5]=[C:6]([CH:23]=[CH:24][CH:25]=1)[O:7][C:8]1[CH:13]=[CH:12][N:11]2[N:14]=[C:15]([NH:17][C:18]([CH:20]3[CH2:22][CH2:21]3)=[O:19])[N:16]=[C:10]2[CH:9]=1 |f:3.4|. Reported procedure: A mixture of N-[7-(3-nitrophenoxy)[1,2,4]triazolo[1,5-a]pyridin-2-yl]cyclopropanecarboxamide (125 mg, 0.368 mmol), reduced iron (500 mg), concentrated hydrochloric acid (500 μL) and ethanol (5 mL) was stirred under refluxing conditions for 1 hr. The reaction mixture was diluted with saturated aqueous sodium hydrogen carbonate solution, and extracted with ethyl acetate. The organic layer was washed with water and saturated brine, dried over anhydrous magnesium sulfate and filtrated. The filtrate ... The reactants are CCCS(=O)(=O)Cl, [H-], Nc1ncc2cc(-c3c(Cl)cccc3Cl)c(N)nc2n1, [Na+], CN(C)C=O. Yields the product CCCS(=O)(=O)Nc1nc2nc(N)ncc2cc1-c1c(Cl)cccc1Cl. RXN SMILES: [CH2:23]([CH2:24][CH3:25])[S:26](=[O:27])(=[O:28])[Cl:29].[H-:21].[NH2:1][c:2]1[n:3][cH:4][c:5]2[c:6]([n:7]1)[n:8][c:9]([NH2:20])[c:10](-[c:12]1[c:13]([Cl:19])[cH:14][cH:15][cH:16][c:17]1[Cl:18])[cH:11]2.[Na+:22].[O:30]=[CH:31][N:32]([CH3:33])[CH3:34]>>[NH2:1][c:2]1[n:3][cH:4][c:5]2[c:6]([n:7]1)[n:8][c:9]([NH:20][S:26]([CH2:23][CH2:24][CH3:25])(=[O:27])=[O:28])[c:10](-[c:12]1[c:13]([Cl:19])[cH:14][cH:15][cH:16][c:17]1[Cl:18])[cH:11]2. Starting materials: CC(CSC(=N)N)CN(C)C, Cl, Cl, [Na+], [OH-], O. The product is CC(CS)CN(C)C, Cl. Reaction SMILES: [CH3:5][N:6]([CH2:7][CH:8]([CH2:9][S:10][C:11](=[NH:12])[NH2:13])[CH3:14])[CH3:15].[ClH:3].[ClH:4].[Na+:2].[OH-:1].[OH2:16]>>[CH3:5][N:6]([CH2:7][CH:8]([CH2:9][SH:10])[CH3:14])[CH3:15].[ClH:3]. Reactants: O=C(CCCBr)OCc1ccccc1, O=C([O-])[O-], CC#N, [K+], [K+], c1nc[nH]n1. Yields the product O=C(CCCn1cncn1)OCc1ccccc1. Reaction SMILES: [Br:12][CH2:13][CH2:14][CH2:15][C:16](=[O:17])[O:18][CH2:19][c:20]1[cH:21][cH:22][cH:23][cH:24][cH:25]1.[C:6](=[O:7])([O-:8])[O-:9].[CH3:26][C:27]#[N:28].[K+:10].[K+:11].[nH:1]1[n:2][cH:3][n:4][cH:5]1>>[n:1]1([CH2:13][CH2:14][CH2:15][C:16](=[O:17])[O:18][CH2:19][c:20]2[cH:21][cH:22][cH:23][cH:24][cH:25]2)[n:2][cH:3][n:4][cH:5]1. Starting materials: FC=1C=C2C=CNC2=CC1 (5-Fluoroindole), C1COC2(CCC(CC2)=O)O1 (1,4-cyclohexanedione monoethylene ketal). The solvent is [OH-].[K+] (potassium hydroxide). The product is C1COC2(CC=C(CC2)C2=CNC3=CC=C(C=C23)F)O1 (4-(5-Fluoro-1H-3-indolyl)-cyclohex-3-en-one ethylene ketal). The yield is 92.4%. Reaction SMILES: [F:1][C:2]1[CH:3]=[C:4]2[C:8](=[CH:9][CH:10]=1)[NH:7][CH:6]=[CH:5]2.[CH2:11]1[O:21][C:14]2([CH2:19][CH2:18][C:17](=O)[CH2:16][CH2:15]2)[O:13][CH2:12]1>[OH-].[K+]>[CH2:11]1[O:21][C:14]2([CH2:19][CH2:18][C:17]([C:5]3[C:4]4[C:8](=[CH:9][CH:10]=[C:2]([F:1])[CH:3]=4)[NH:7][CH:6]=3)=[CH:16][CH2:15]2)[O:13][CH2:12]1 |f:2.3|. Procedure details: 5-Fluoroindole (5.4 g, 0.04 mol), 1,4-cyclohexanedione monoethylene ketal (12.5 g, 0.08 mol) were placed in 60 ml of 2N potassium hydroxide methanolic solution. The reaction mixture were heated to reflux for 4 hours. The reaction was cooled and the product was isolated by filtration and washed with methanol to give 10.1 g (93%) of product as a white solid: mp 153-155° C. The reactants are CO, Cl, [Na+], C1COCCO1, [OH-], O, CCOC(=O)Cn1c2ccccc2c2cc(S(=O)(=O)NC(Cc3ccc4[nH]cnc4c3)C(=O)N3CCC(C)CC3)ccc21. Product: CC1CCN(C(=O)C(Cc2ccc3[nH]cnc3c2)NS(=O)(=O)c2ccc3c(c2)c2ccccc2n3CC(=O)O)CC1. Reaction SMILES: [CH3:53][OH:54].[ClH:46].[Na+:45].[O:47]1[CH2:48][CH2:49][O:50][CH2:51][CH2:52]1.[OH-:44].[OH2:55].[nH:1]1[cH:2][n:3][c:4]2[c:5]1[cH:6][cH:7][c:8]([CH2:10][CH:11]([C:12](=[O:13])[N:14]1[CH2:15][CH2:16][CH:17]([CH3:20])[CH2:18][CH2:19]1)[NH:21][S:22](=[O:23])(=[O:24])[c:25]1[cH:26][cH:27][c:28]3[n:29]([CH2:38][C:39](=[O:40])[O:41][CH2:42][CH3:43])[c:30]4[cH:31][cH:32][cH:33][cH:34][c:35]4[c:36]3[cH:37]1)[cH:9]2>>[nH:1]1[cH:2][n:3][c:4]2[c:5]1[cH:6][cH:7][c:8]([CH2:10][CH:11]([C:12](=[O:13])[N:14]1[CH2:15][CH2:16][CH:17]([CH3:20])[CH2:18][CH2:19]1)[NH:21][S:22](=[O:23])(=[O:24])[c:25]1[cH:26][cH:27][c:28]3[n:29]([CH2:38][C:39](=[O:40])[OH:41])[c:30]4[cH:31][cH:32][cH:33][cH:34][c:35]4[c:36]3[cH:37]1)[cH:9]2. Reactants: O=C(c1ccc(F)cc1)c1cc(Cl)c2c(c1Cl)CC(C(=O)O)O2, Cl, NO, c1ccncc1. Product: O=C(O)C1Cc2c(Cl)c(C(=NO)c3ccc(F)cc3)cc(Cl)c2O1. Reaction SMILES: [Cl:1][c:2]1[c:3]([C:15]([c:16]2[cH:17][cH:18][c:19]([F:22])[cH:20][cH:21]2)=[O:23])[cH:4][c:5]([Cl:14])[c:6]2[c:10]1[CH2:9][CH:8]([C:11](=[O:12])[OH:13])[O:7]2.[ClH:24].[NH2:25][OH:26].[cH:27]1[cH:28][cH:29][n:30][cH:31][cH:32]1>>[Cl:1][c:2]1[c:3]([C:15]([c:16]2[cH:17][cH:18][c:19]([F:22])[cH:20][cH:21]2)=[N:25][OH:26])[cH:4][c:5]([Cl:14])[c:6]2[c:10]1[CH2:9][CH:8]([C:11](=[O:12])[OH:13])[O:7]2. The reactants are C(C=C)Cl (allyl chloride), C(C=C)[SiH](Cl)Cl (allyldichlorosilane). The product is Cl[Si](CC=C)(CCCCl)Cl (4,4,7-trichloro-4-sila-1-heptene). The yield is 61.5%. RXN SMILES: [CH2:1]([Cl:4])[CH:2]=[CH2:3].[CH2:5]([SiH:8]([Cl:10])[Cl:9])[CH:6]=[CH2:7]>>[Cl:9][Si:8]([Cl:10])([CH2:3][CH2:2][CH2:1][Cl:4])[CH2:5][CH:6]=[CH2:7]. Reported procedure: To a 100 ml, three neck, round bottomed flask equipped with a mechanical stirrer, a dropping funnel, and a condenser were added under the dried nitrogen atmosphere, 542 g (7.08 mol) of allyl chloride and 600 μl of 1% chloroplatinie acid catalyst. Through the dropping funnel was added dropwise 100 g (0.71 mol) of allyldichlorosilane for 30 min while refluxing. After confirming by gas chromatography to complete the reaction, the product was fractionally distilled under vacuum (60°-64° C./0.5 torr)... Reactants: CCOC(=O)CN(Cc1ccccc1)C(=O)C(NC(=O)c1ccccc1)C(C)C, O=Cc1cccc([N+](=O)[O-])c1. The product is CCOC(=O)CN(Cc1cccc([N+](=O)[O-])c1)C(=O)C(NC(=O)c1ccccc1)C(C)C. Reaction SMILES: [CH2:1]([CH3:2])[O:3][C:4]([CH2:5][N:6]([CH2:7][c:8]1[cH:9][cH:10][cH:11][cH:12][cH:13]1)[C:14]([CH:15]([CH:16]([CH3:17])[CH3:18])[NH:19][C:20]([c:21]1[cH:22][cH:23][cH:24][cH:25][cH:26]1)=[O:27])=[O:28])=[O:29].[N+:30](=[O:31])([O-:32])[c:33]1[cH:34][c:35]([CH:39]=[O:40])[cH:36][cH:37][cH:38]1>>[CH2:1]([CH3:2])[O:3][C:4]([CH2:5][N:6]([CH2:7][c:8]1[cH:9][c:10]([N+:30](=[O:31])[O-:32])[cH:11][cH:12][cH:13]1)[C:14]([CH:15]([CH:16]([CH3:17])[CH3:18])[NH:19][C:20]([c:21]1[cH:22][cH:23][cH:24][cH:25][cH:26]1)=[O:27])=[O:28])=[O:29].